From a dataset of the Open Reaction Database (ORD), a public repository of structured organic reaction records. describe an organic reaction: reactants, conditions, products, and yield Product: C(C1=CC=CC=C1)OC(C[C@H](CN(C)C)NC(CCCCCCCCOC1=C(C(=C(C=C1)F)F)F)=O)=O ((R)-4-dimethylamino-3-[9-(2,3,4-trifluoro-phenoxy)-nonanoylamino]-butyric acid benzyl ester). Starting materials: FC1=C(C=CC(=C1F)F)O (2,3,4-trifluorophenol), FC1=C(OCCCCCCCCC(=O)O)C=CC(=C1F)F (9-(2,3,4-trifluoro-phenoxy)-nonanoic acid), Cl.Cl.C(C1=CC=CC=C1)OC(C[C@H](CN(C)C)N)=O ((R)-3-amino-4-dimethylamino-butyric acid benzyl ester dihydrochloride), BrCCCCCCCCCO (9-bromo-1-nonanol), FC1=C(OCCCCCCCCCO)C=CC(=C1F)F (9-(2,3,4-trifluoro-phenoxy)-nonan-1-ol). As a reaction SMILES: FC1C(F)=C(F)C=CC=1O.BrCCCCCCCCCO.[F:22][C:23]1[C:39]([F:40])=[C:38]([F:41])[CH:37]=[CH:36][C:24]=1[O:25][CH2:26][CH2:27][CH2:28][CH2:29][CH2:30][CH2:31][CH2:32][CH2:33][CH2:34][OH:35].FC1C(F)=C(F)C=CC=1OCCCCCCCCC(O)=O.Cl.Cl.[CH2:65]([O:72][C:73](=[O:81])[CH2:74][C@@H:75]([NH2:80])[CH2:76][N:77]([CH3:79])[CH3:78])[C:66]1[CH:71]=[CH:70][CH:69]=[CH:68][CH:67]=1>>[CH2:65]([O:72][C:73](=[O:81])[CH2:74][C@@H:75]([NH:80][C:34](=[O:35])[CH2:33][CH2:32][CH2:31][CH2:30][CH2:29][CH2:28][CH2:27][CH2:26][O:25][C:24]1[CH:36]=[CH:37][C:38]([F:41])=[C:39]([F:40])[C:23]=1[F:22])[CH2:76][N:77]([CH3:78])[CH3:79])[C:66]1[CH:71]=[CH:70][CH:69]=[CH:68][CH:67]=1 |f:4.5.6|. Reported procedure: The title compound, m/e=433.5 ([M+H]+), was produced in analogy with example 18, steps 1 to 4. Thus, 2,3,4-trifluorophenol was alkylated in step 1 with 9-bromo-1-nonanol, leading to 9-(2,3,4-trifluoro-phenoxy)-nonan-1-ol, which was oxidized in step 2 to 9-(2,3,4-trifluoro-phenoxy)-nonanoic acid. This was coupled in step 3 with (R)-3-amino-4-dimethylamino-butyric acid benzyl ester dihydrochloride to produce (R)-4-dimethylamino-3-[9-(2,3,4-trifluoro-phenoxy)-nonanoylamino]-butyric acid benzyl este... Procedure: Using the procedure described in Example 7, treatment of 1-[2-(S)-amino-4-methylpentyl]-L-proline 4-phenylbutylamide (20 mg) with benzoyl chloride (10 uL) provided 10 mg (39%) of the title compound. The 1H NMR and Mass spectrum analysis of this compound was consistent with the structure. The reactants are C1(=CC=CC=C1)CCCCNC([C@H]1N(CCC1)C[C@H](CC(C)C)N)=O (1-[2-(S)-amino-4-methylpentyl]-L-proline 4-phenylbutylamide), C(C1=CC=CC=C1)(=O)Cl (benzoyl chloride). Yield: 39.0%. The product is C1(=CC=CC=C1)CCCCNC([C@H]1N(CCC1)C[C@H](CC(C)C)NC(C1=CC=CC=C1)=O)=O (1-[2-(S)-(Benzoylamino)-4-methylpentyl]-L-proline 4-Phenylbutylamide). As a reaction SMILES: [C:1]1([CH2:7][CH2:8][CH2:9][CH2:10][NH:11][C:12](=[O:25])[C@@H:13]2[CH2:17][CH2:16][CH2:15][N:14]2[CH2:18][C@@H:19]([NH2:24])[CH2:20][CH:21]([CH3:23])[CH3:22])[CH:6]=[CH:5][CH:4]=[CH:3][CH:2]=1.[C:26](Cl)(=[O:33])[C:27]1[CH:32]=[CH:31][CH:30]=[CH:29][CH:28]=1>>[C:1]1([CH2:7][CH2:8][CH2:9][CH2:10][NH:11][C:12](=[O:25])[C@@H:13]2[CH2:17][CH2:16][CH2:15][N:14]2[CH2:18][C@@H:19]([NH:24][C:26](=[O:33])[C:27]2[CH:32]=[CH:31][CH:30]=[CH:29][CH:28]=2)[CH2:20][CH:21]([CH3:22])[CH3:23])[CH:6]=[CH:5][CH:4]=[CH:3][CH:2]=1. The reactants are O=Cc1occc1Br, C#CCCCCCCCCCCC, ClCCl. Yields the product CCCCCCCCCCCC#Cc1ccoc1C=O. As a reaction SMILES: [Br:1][c:2]1[c:3]([CH:7]=[O:8])[o:4][cH:5][cH:6]1.[CH:9]#[C:10][CH2:11][CH2:12][CH2:13][CH2:14][CH2:15][CH2:16][CH2:17][CH2:18][CH2:19][CH2:20][CH3:21].[Cl:22][CH2:23][Cl:24]>>[c:2]1([C:9]#[C:10][CH2:11][CH2:12][CH2:13][CH2:14][CH2:15][CH2:16][CH2:17][CH2:18][CH2:19][CH2:20][CH3:21])[c:3]([CH:7]=[O:8])[o:4][cH:5][cH:6]1.